This data is from the Open Reaction Database (ORD), a public repository of structured organic reaction records. The task is: describe an organic reaction: reactants, conditions, products, and yield The reactants are Cl (hydrogen chloride), [H][H] (hydrogen), C(C)N1CCP(CC1)(C1=CC=C(C=C1)[N+](=O)[O-])=O (1-Ethyl-4-(4-nitro-phenyl)-perhydro-1,4-azaphosphorine 4-oxide). Reagents/catalysts: [Pd] (palladium on carbon). Solvent: C(C)O (ethanol), C(C)O (Ethanol). Reaction conditions: time 5 hour. Product: Cl.C(C)N1CCP(CC1)(=O)C1=CC=C(N)C=C1 (4-(1-ethyl-4-oxido-1,4-azaphosphinan-4-yl)aniline hydrochloride). RXN SMILES: [CH2:1]([N:3]1[CH2:8][CH2:7][P:6](=[O:18])([C:9]2[CH:14]=[CH:13][C:12]([N+:15]([O-])=O)=[CH:11][CH:10]=2)[CH2:5][CH2:4]1)[CH3:2].[ClH:19].[H][H]>C(O)C.[Pd]>[ClH:19].[CH2:1]([N:3]1[CH2:4][CH2:5][P:6]([C:9]2[CH:14]=[CH:13][C:12]([NH2:15])=[CH:11][CH:10]=2)(=[O:18])[CH2:7][CH2:8]1)[CH3:2] |f:5.6|. Procedure: 1-Ethyl-4-(4-nitro-phenyl)-perhydro-1,4-azaphosphorine 4-oxide (269.80 mg, 1.0058 mmol) dissolved in Ethanol (50 mL) and treated with palladium on carbon 10% (90:10, carbon black:Palladium, 30 mg, 2 mmol), 2.5 M of hydrogen chloride in ethanol (1.21 mL, 3.02 mmol) and 50 PSI of hydrogen gas. The mixture was shaken on a Parr apparatus for 5 hours. The mixture was degassed and backflushed with nitrogen. The mixture was filtered through a plug of diatomaceous earth and washed with ethanol. The filt... The reactants are [C-]#[C-].[Al+3].[C-]#[C-].[C-]#[C-].[Al+3] (aluminum acetylide), [H-].C(C(C)C)[Al+]CC(C)C (diisobutylaluminum hydride), saturated aqueous solution, P(=O)([O-])([O-])[O-].[K+].[K+].[K+] (potassium phosphate), Cl (HCl), C(CCC)[Li] (n-Butyllithium), C[Si](C)(C)C#C (trimethylsilylacetylene), [Cl-].C[Al+]C (dimethylaluminum chloride), C1(CCCC1)OC=1C=C(C=CC1OC)C1=CC(CCC1)=O (3-(3-cyclopentyloxy-4-methoxyphenyl)cyclohex-2-en-1-one). Reagents/catalysts: C/C(=C/C(=O)C)/[O-].C/C(=C/C(=O)C)/[O-].[Ni+2] (nickel acetylacetonate). Run in CCOCC (ether), CCOCC (ether), CCOCC (ether). Run at temperature -10 celsius, time 1.5 hour. Product: C1(CCCC1)OC=1C=C(C=CC1OC)C1(CC(CCC1)=O)C#C[Si](C)(C)C (3-(3-cyclopentyloxy-4-methoxyphenyl)-3-trimethylsilylethynyl cyclohexan-1-one). RXN SMILES: C([Li])CCC.[CH3:6][Si:7]([C:10]#[CH:11])([CH3:9])[CH3:8].[Cl-].C[Al+]C.[H-].C([Al+]CC(C)C)C(C)C.[C-]#[C-].[Al+3].[C-]#[C-].[C-]#[C-].[Al+3].[CH:34]1([O:39][C:40]2[CH:41]=[C:42]([C:48]3[CH2:53][CH2:52][CH2:51][C:50](=[O:54])[CH:49]=3)[CH:43]=[CH:44][C:45]=2[O:46][CH3:47])[CH2:38][CH2:37][CH2:36][CH2:35]1.P([O-])([O-])([O-])=O.[K+].[K+].[K+].Cl>CCOCC.C/C(/[O-])=C/C(C)=O.C/C(/[O-])=C/C(C)=O.[Ni+2]>[CH:34]1([O:39][C:40]2[CH:41]=[C:42]([C:48]3([C:11]#[C:10][Si:7]([CH3:9])([CH3:8])[CH3:6])[CH2:53][CH2:52][CH2:51][C:50](=[O:54])[CH2:49]3)[CH:43]=[CH:44][C:45]=2[O:46][CH3:47])[CH2:35][CH2:36][CH2:37][CH2:38]1 |f:2.3,4.5,6.7.8.9.10,12.13.14.15,18.19.20|. Procedure: n-Butyllithium (2.45M in hexanes, 5.7 mL, 13.96 mmol) was added dropwise over 5 min to a solution of trimethylsilylacetylene (1.97 mL, 13.96 mmol) dissolved in dry ether (30 mL) at -45° C. under an argon atmosphere. After 1.5 h, this solution was cannulated into a solution of dimethylaluminum chloride (1.0M in hexanes, 13.96 mL, 13.96 mmol). After 3.5 h at room temperature, the mixture was filtered through Celite® under an argon atmosphere. In a separate flask, diisobutylaluminum hydride (1.0M i... Starting materials: CCOC(=O)CCC1CCc2cc3c(nc2C1)NCCC3, C1CCOC1, [Na+], [OH-], O. The product is O=C(O)CCC1CCc2cc3c(nc2C1)NCCC3. As a reaction SMILES: [CH2:1]([CH3:2])[O:3][C:4]([CH2:5][CH2:6][CH:7]1[CH2:8][CH2:9][c:10]2[c:11]([n:12][c:13]3[c:18]([cH:19]2)[CH2:17][CH2:16][CH2:15][NH:14]3)[CH2:20]1)=[O:21].[CH2:24]1[O:25][CH2:26][CH2:27][CH2:28]1.[Na+:23].[OH-:22].[OH2:29]>>[O:3]=[C:4]([CH2:5][CH2:6][CH:7]1[CH2:8][CH2:9][c:10]2[c:11]([n:12][c:13]3[c:18]([cH:19]2)[CH2:17][CH2:16][CH2:15][NH:14]3)[CH2:20]1)[OH:21].